Dataset: the Open Reaction Database (ORD), a public repository of structured organic reaction records. Task: describe an organic reaction: reactants, conditions, products, and yield The reactants are CC(C)(C)OC(=O)N1CCC(c2noc3c(C(F)(F)F)cccc23)CC1, CO, Cl. Product: FC(F)(F)c1cccc2c(C3CCNCC3)noc12. As a reaction SMILES: [C:1]([O:2][C:3](=[O:4])[N:8]1[CH2:9][CH2:10][CH:11]([c:14]2[n:15][o:16][c:17]3[c:18]2[cH:19][cH:20][cH:21][c:22]3[C:23]([F:24])([F:25])[F:26])[CH2:12][CH2:13]1)([CH3:5])([CH3:6])[CH3:7].[CH3:28][OH:29].[ClH:27]>>[NH:8]1[CH2:9][CH2:10][CH:11]([c:14]2[n:15][o:16][c:17]3[c:18]2[cH:19][cH:20][cH:21][c:22]3[C:23]([F:24])([F:25])[F:26])[CH2:12][CH2:13]1. Reactants: S(=O)=O (sulfur dioxide), S(=O)([O-])[O-].[Mg+2] (magnesium sulfite). The product is S([O-])(O)=O.[Mg+2].S([O-])(O)=O (magnesium bisulfite). RXN SMILES: [S:1](=[O:3])=[O:2].[S:4]([O-:7])([O-:6])=[O:5].[Mg+2:8]>>[S:4](=[O:5])([OH:7])[O-:6].[Mg+2:8].[S:1](=[O:5])([OH:3])[O-:2] |f:1.2,3.4.5|. Reported procedure: U.S. Pat. No. 4,388,238 to Abrams, et al. describes how sulfur dioxide is contacted with a magnesium sulfite solution in a scrubbing zone at a pH in the range of about 6 to 7.5 in order to produce magnesium bisulfite. It also teaches providing a minor regeneration stream which is subjected to oxidation to oxidize bisulfite and sulfite to sulfate. This reference also teaches the use of a type S hydrated dolomitic lime for the spray dryer at a weight percent of 3-15% suspended solids and at a stoi... Reactants: NC1=CC=C2C(=N1)C(=CN2)C2CCN(CC2)C (5-amino-3-(1-methylpiperidin-4-yl)pyrrolo[3,2-b]pyridine), BrC1=CC=C(C(=O)Cl)C=C1 (4-bromobenzoyl chloride). Yields the product BrC1=CC=C(C(=O)NC2=CC=C3C(=N2)C(=CN3)C3CCN(CC3)C)C=C1 (5-(N-[4-bromobenzoyl]amino)-3-(1-methylpiperidin-4-yl)pyrrolo[3,2-b]pyridine). Isolated yield 32.9%. RXN SMILES: [NH2:1][C:2]1[N:7]=[C:6]2[C:8]([CH:11]3[CH2:16][CH2:15][N:14]([CH3:17])[CH2:13][CH2:12]3)=[CH:9][NH:10][C:5]2=[CH:4][CH:3]=1.[Br:18][C:19]1[CH:27]=[CH:26][C:22]([C:23](Cl)=[O:24])=[CH:21][CH:20]=1>>[Br:18][C:19]1[CH:27]=[CH:26][C:22]([C:23]([NH:1][C:2]2[N:7]=[C:6]3[C:8]([CH:11]4[CH2:16][CH2:15][N:14]([CH3:17])[CH2:13][CH2:12]4)=[CH:9][NH:10][C:5]3=[CH:4][CH:3]=2)=[O:24])=[CH:21][CH:20]=1. Procedure: Beginning with 0.090 gm (0.39 mMol) 5-amino-3-(1-methylpiperidin-4-yl)pyrrolo[3,2-b]pyridine and 0.128 gm (0.59 mMol) 4-bromobenzoyl chloride, 0.053 gm (23%) of the title compound was recovered as a crystalline solid by the procedure described in Example 4. Reported procedure: tert-Butyl 2-(4-bromophenylamino)-4-hydroxy-7,8-dihydropyrido[4,3-d]pyrimidine-6(5H)-carboxylate (1.4 g, 3.32 mmol), 1-methyl-4-(4,4,5,5-tetramethyl-1,3,2-dioxaborolan-2-yl)-1H pyrazole (0.691 g, 3.32 mmol), dichloro[1,1′-bis(di-tert-butylphosphino)ferrocene]palladium (II), Pd-118 (0.108 g, 0.17 mmol) and potassium carbonate (1.837 g, 13.29 mmol) in DMF (5 mL), water (2.5 mL) and ethanol (0.833 mL) were charged in a thick wall glass, which was sealed and heated at 110° C. for 20 minutes. The rac... Reactants: BrC1=CC=C(C=C1)NC=1N=C(C2=C(N1)CCN(C2)C(=O)OC(C)(C)C)O (tert-Butyl 2-(4-bromophenylamino)-4-hydroxy-7,8-dihydropyrido[4,3-d]pyrimidine-6(5H)-carboxylate), CN1N=CC(=C1)B1OC(C(O1)(C)C)(C)C (1-methyl-4-(4,4,5,5-tetramethyl-1,3,2-dioxaborolan-2-yl)-1H pyrazole), Pd-118, C([O-])([O-])=O.[K+].[K+] (potassium carbonate). As a reaction SMILES: Br[C:2]1[CH:7]=[CH:6][C:5]([NH:8][C:9]2[N:10]=[C:11]([OH:26])[C:12]3[CH2:18][N:17]([C:19]([O:21][C:22]([CH3:25])([CH3:24])[CH3:23])=[O:20])[CH2:16][CH2:15][C:13]=3[N:14]=2)=[CH:4][CH:3]=1.[CH3:27][N:28]1[CH:32]=[C:31](B2OC(C)(C)C(C)(C)O2)[CH:30]=[N:29]1.C(=O)([O-])[O-].[K+].[K+]>CN(C=O)C.O.C(O)C.CC(P(C(C)(C)C)C1[CH-]C=CC=1)(C)C.CC(P(C(C)(C)C)C1[CH-]C=CC=1)(C)C.[Cl-].[Cl-].[Fe+2].[Pd+2]>[OH:26][C:11]1[C:12]2[CH2:18][N:17]([C:19]([O:21][C:22]([CH3:25])([CH3:24])[CH3:23])=[O:20])[CH2:16][CH2:15][C:13]=2[N:14]=[C:9]([NH:8][C:5]2[CH:6]=[CH:7][C:2]([C:31]3[CH:30]=[N:29][N:28]([CH3:27])[CH:32]=3)=[CH:3][CH:4]=2)[N:10]=1 |f:2.3.4,8.9.10.11.12.13|. Conditions: temperature 110 celsius. Solvent: CN(C)C=O (DMF), O (water), C(C)O (ethanol). The product is OC=1C2=C(N=C(N1)NC1=CC=C(C=C1)C=1C=NN(C1)C)CCN(C2)C(=O)OC(C)(C)C (tert-Butyl 4-hydroxy-2-(4-(1-methyl-1H-pyrazol-4-yl)phenylamino)-7,8-dihydropyrido[4,3-d]pyrimidine-6(5H)-carboxylate). The reagents and catalysts are CC(C)(C)P(C1=CC=C[CH-]1)C(C)(C)C.CC(C)(C)P(C1=CC=C[CH-]1)C(C)(C)C.[Cl-].[Cl-].[Fe+2].[Pd+2] (dichloro[1,1′-bis(di-tert-butylphosphino)ferrocene]palladium (II)).